This data is from the Open Reaction Database (ORD), a public repository of structured organic reaction records. The task is: describe an organic reaction: reactants, conditions, products, and yield Starting materials: C=CC(=O)OCC, CCCCN(CCCC)CCCC, CC(C)=O, Nc1nccc(Oc2ccc([N+](=O)[O-])cc2)c1I, CC(=O)[O-], CC(=O)[O-], O, [Pd+2]. Yields the product CCOC(=O)C=Cc1c(Oc2ccc([N+](=O)[O-])cc2)ccnc1N. As a reaction SMILES: [C:19]([CH:20]=[CH2:21])(=[O:22])[O:23][CH2:24][CH3:25].[CH3:26][CH2:27][CH2:28][CH2:29][N:30]([CH2:31][CH2:32][CH2:33][CH3:34])[CH2:35][CH2:36][CH2:37][CH3:38].[CH3:39][C:40]([CH3:41])=[O:42].[I:1][c:2]1[c:3]([NH2:18])[n:4][cH:5][cH:6][c:7]1[O:8][c:9]1[cH:10][cH:11][c:12]([N+:15](=[O:16])[O-:17])[cH:13][cH:14]1.[O-:44][C:45]([CH3:46])=[O:47].[O-:48][C:49]([CH3:50])=[O:51].[OH2:52].[Pd+2:43]>>[c:2]1([CH:21]=[CH:20][C:19](=[O:22])[O:23][CH2:24][CH3:25])[c:3]([NH2:18])[n:4][cH:5][cH:6][c:7]1[O:8][c:9]1[cH:10][cH:11][c:12]([N+:15](=[O:16])[O-:17])[cH:13][cH:14]1. The reactants are CC(=Cc1ccc(C)cc1)CBr, CN(C)C=O, [H-], [Na+], O, Cc1cc(O)c(C)c(C)c1NC=O. Yields the product CC(=Cc1ccc(C)cc1)COc1cc(C)c(NC=O)c(C)c1C. RXN SMILES: [Br:16][CH2:17][C:18](=[CH:19][c:20]1[cH:21][cH:22][c:23]([CH3:26])[cH:24][cH:25]1)[CH3:27].[CH3:29][N:30]([CH3:31])[CH:32]=[O:33].[H-:14].[Na+:15].[OH2:28].[OH:1][c:2]1[c:3]([CH3:13])[c:4]([CH3:12])[c:5]([NH:9][CH:10]=[O:11])[c:6]([CH3:8])[cH:7]1>>[O:1]([c:2]1[c:3]([CH3:13])[c:4]([CH3:12])[c:5]([NH:9][CH:10]=[O:11])[c:6]([CH3:8])[cH:7]1)[CH2:17][C:18](=[CH:19][c:20]1[cH:21][cH:22][c:23]([CH3:26])[cH:24][cH:25]1)[CH3:27]. The reactants are C(C)OC1=CC=C(N=CC2=CC(=C(C(=C2)OC)OC)OC)C=C1 (4-Ethoxy-N-(3,4,5-trimethoxybenzylidene)aniline), [BH4-].[Na+] (NaBH4), CC1=CC=C(NCC2=CC(=C(C(=C2)OC)OC)OC)C=C1 (4-Methyl-N-(3,4,5-trimethoxybenzyl)aniline). Yields the product C(C)OC1=CC=C(NCC2=CC(=C(C(=C2)OC)OC)OC)C=C1 (4-Ethoxy-N-(3,4,5-trimethoxybenzyl)aniline). Yield: 81.4%. As a reaction SMILES: [CH2:1]([O:3][C:4]1[CH:23]=[CH:22][C:7]([N:8]=[CH:9][C:10]2[CH:15]=[C:14]([O:16][CH3:17])[C:13]([O:18][CH3:19])=[C:12]([O:20][CH3:21])[CH:11]=2)=[CH:6][CH:5]=1)[CH3:2].[BH4-].[Na+].CC1C=CC(NCC2C=C(OC)C(OC)=C(OC)C=2)=CC=1>>[CH2:1]([O:3][C:4]1[CH:23]=[CH:22][C:7]([NH:8][CH2:9][C:10]2[CH:11]=[C:12]([O:20][CH3:21])[C:13]([O:18][CH3:19])=[C:14]([O:16][CH3:17])[CH:15]=2)=[CH:6][CH:5]=1)[CH3:2] |f:1.2|. Procedure: From the imine 108d (5.6 g, 17.8 mmol) and NaBH4 (3.4 g, 88 mmol), a similar procedure as described for 109a gave 109d (4.6 g, 81.9%) as white crystals: mp 76°-8° C. after recrystallization from ethanol. 1H NMR (200 MHz, CDCl3) δ6.78 (d, J=8 Hz, 2H), 6.62 (d, J=8 Hz, 2H), 6.61 (s, 2H), 4.21 (s, 2H), 3.96 (q, J=6 Hz, 2 Hz), 3.84 (s, 9H), 1.37 (t, J=6 Hz, 3H). CIMS (isobutane) m/e 318 (MH+, 27).